From a dataset of the Open Reaction Database (ORD), a public repository of structured organic reaction records. describe an organic reaction: reactants, conditions, products, and yield The reactants are C(C1=CC=CC=C1)OC(=O)C1=C(N=C(NC1C1=CC(=C(C=C1)F)F)OC)CC (5-(Benzyloxycarbonyl)-1,6-dihydro-2-methoxy-4-ethyl-6-(3,4-difluorophenyl)pyrimidine), FC=1C=C(C=CC1F)C=C(CC(=O)OCC1=CC=CC=C1)C(C)=O (benzyl 3-[(3,4-difluorophenyl)methylene]-4-oxopentanoate), S(=O)(=O)(O)O.COC(N)=N (O-methylisourea hydrogen sulfate), C(=O)(O)[O-].[Na+] (NaHCO3). The solvent is CN(C)C=O (DMF). Run at temperature 70 celsius, time 20 hour. Product: C(C1=CC=CC=C1)OC(=O)C1=C(N=C(NC1C1=CC(=C(C=C1)F)F)OC)C (5-(benzyloxycarbonyl)-1,6-dihydro-2-methoxy-4-methyl-6-(3,4-difluorophenyl)pyrimidine). Isolated yield 58.0%. RXN SMILES: [CH2:1]([O:8][C:9]([C:11]1[CH:16]([C:17]2[CH:22]=[CH:21][C:20]([F:23])=[C:19]([F:24])[CH:18]=2)[NH:15][C:14]([O:25][CH3:26])=[N:13][C:12]=1[CH2:27]C)=[O:10])[C:2]1[CH:7]=[CH:6][CH:5]=[CH:4][CH:3]=1.FC1C=C(C=C(C(=O)C)CC(OCC2C=CC=CC=2)=O)C=CC=1F.S(O)(O)(=O)=O.COC(=N)N.C([O-])(O)=O.[Na+]>CN(C=O)C>[CH2:1]([O:8][C:9]([C:11]1[CH:16]([C:17]2[CH:22]=[CH:21][C:20]([F:23])=[C:19]([F:24])[CH:18]=2)[NH:15][C:14]([O:25][CH3:26])=[N:13][C:12]=1[CH3:27])=[O:10])[C:2]1[CH:7]=[CH:6][CH:5]=[CH:4][CH:3]=1 |f:2.3,4.5|. Procedure: 5-(Benzyloxycarbonyl)-1,6-dihydro-2-methoxy-4-ethyl-6-(3,4-difluorophenyl)pyrimidine. A suspension of benzyl 3-[(3,4-difluorophenyl)methylene]-4-oxopentanoate (16.0 g, 48.0 mmol), O-methylisourea hydrogen sulfate (16.65 g, 97.02 mmol), NaHCO3 (16.3 g, 130.2 mmol) in DMF (190 mL) was stirred at 70° C. for 20 h. After cooling to room temperature, the mixture was filtered and the filtrate was diluted with EtOAc (300 mL) and then washed with water (4×100 mL), brine (200 mL) and dried over Na2SO4. Af... Starting materials: O=c1[nH]nc(Cl)c2cc(Br)ccc12, CCOC(C)=O, NCc1cc(C(F)(F)F)ccc1Cl, O=C(C=Cc1ccccc1)C=Cc1ccccc1, O=C(C=Cc1ccccc1)C=Cc1ccccc1, O=C(C=Cc1ccccc1)C=Cc1ccccc1, [Pd], [Pd]. Product: O=c1[nH]nc(Cl)c2cc(NCc3cc(C(F)(F)F)ccc3Cl)ccc12. As a reaction SMILES: [Br:1][c:2]1[cH:3][c:4]2[c:5]([Cl:13])[n:6][nH:7][c:8](=[O:12])[c:9]2[cH:10][cH:11]1.[CH3:27][CH2:28][O:29][C:30]([CH3:31])=[O:32].[Cl:14][c:15]1[c:16]([CH2:17][NH2:18])[cH:19][c:20]([C:23]([F:24])([F:25])[F:26])[cH:21][cH:22]1.[O:35]=[C:36]([CH:37]=[CH:38][c:39]1[cH:40][cH:41][cH:42][cH:43][cH:44]1)[CH:45]=[CH:46][c:47]1[cH:48][cH:49][cH:50][cH:51][cH:52]1.[O:53]=[C:54]([CH:55]=[CH:56][c:57]1[cH:58][cH:59][cH:60][cH:61][cH:62]1)[CH:63]=[CH:64][c:65]1[cH:66][cH:67][cH:68][cH:69][cH:70]1.[O:71]=[C:72]([CH:73]=[CH:74][c:75]1[cH:76][cH:77][cH:78][cH:79][cH:80]1)[CH:81]=[CH:82][c:83]1[cH:84][cH:85][cH:86][cH:87][cH:88]1.[Pd:33].[Pd:34]>>[c:2]1([NH:18][CH2:17][c:16]2[c:15]([Cl:14])[cH:22][cH:21][c:20]([C:23]([F:24])([F:25])[F:26])[cH:19]2)[cH:3][c:4]2[c:5]([Cl:13])[n:6][nH:7][c:8](=[O:12])[c:9]2[cH:10][cH:11]1. Reactants: FC1=C(C(=O)CC(=O)OCC)C=C(C(=C1F)F)F (ethyl 2,3,4,5-tetrafluorobenzoylacetate), CN(C)CC1CNCCO1 (2-(dimethylaminomethyl)morpholine), C(O)([O-])=O.[Na+] (sodium hydrogencarbonate). Run in C(C)#N (acetonitrile). Product: CN(C)CC1OCCN(C1)C1=C(C(=C(C(=O)CC(=O)OCC)C=C1F)F)F (ethyl 4-[2-(dimethylaminomethyl)morpholino]-2,3,5-trifluorobenzoylacetate). Yield: 77.0%. RXN SMILES: [F:1][C:2]1[C:15]([F:16])=[C:14](F)[C:13]([F:18])=[CH:12][C:3]=1[C:4]([CH2:6][C:7]([O:9][CH2:10][CH3:11])=[O:8])=[O:5].[CH3:19][N:20]([CH2:22][CH:23]1[O:28][CH2:27][CH2:26][NH:25][CH2:24]1)[CH3:21].C(=O)([O-])O.[Na+]>C(#N)C>[CH3:19][N:20]([CH2:22][CH:23]1[CH2:24][N:25]([C:14]2[C:13]([F:18])=[CH:12][C:3]([C:4]([CH2:6][C:7]([O:9][CH2:10][CH3:11])=[O:8])=[O:5])=[C:2]([F:1])[C:15]=2[F:16])[CH2:26][CH2:27][O:28]1)[CH3:21] |f:2.3|. Procedure details: A suspension of 26.4 g of ethyl 2,3,4,5-tetrafluorobenzoylacetate, 18.7 g of 2-(dimethylaminomethyl)morpholine and 8.4 g sodium hydrogencarbonate in 130 ml of acetonitrile is refluxed for 7 hours. The reaction mixture is concentrated under reduced pressure, to the obtained residue is added 100 ml of chloroform and the solution is washed with water. After drying over anhydrous magnesium sulfate, the chloroform is distilled off under reduced pressure and the residue is purified by chromatography o... Reactants: Cn1cc(Br)ccc1=O, O=C([O-])[O-], OB(O)c1ccc(Cl)nc1, [Na+], [Na+], C1COCCO1, O, c1ccc(P(c2ccccc2)(c2ccccc2)[Pd](P(c2ccccc2)(c2ccccc2)c2ccccc2)(P(c2ccccc2)(c2ccccc2)c2ccccc2)P(c2ccccc2)(c2ccccc2)c2ccccc2)cc1. Product: Cn1cc(-c2ccc(Cl)nc2)ccc1=O. RXN SMILES: [Br:1][c:2]1[cH:3][cH:4][c:5](=[O:9])[n:6]([CH3:8])[cH:7]1.[C:20](=[O:21])([O-:22])[O-:23].[Cl:10][c:11]1[cH:12][cH:13][c:14]([B:17]([OH:18])[OH:19])[cH:15][n:16]1.[Na+:24].[Na+:25].[O:27]1[CH2:28][CH2:29][O:30][CH2:31][CH2:32]1.[OH2:26].[cH:33]1[cH:34][cH:35][c:36]([P:37]([Pd:38]([P:39]([c:40]2[cH:41][cH:42][cH:43][cH:44][cH:45]2)([c:46]2[cH:47][cH:48][cH:49][cH:50][cH:51]2)[c:52]2[cH:53][cH:54][cH:55][cH:56][cH:57]2)([P:58]([c:59]2[cH:60][cH:61][cH:62][cH:63][cH:64]2)([c:65]2[cH:66][cH:67][cH:68][cH:69][cH:70]2)[c:71]2[cH:72][cH:73][cH:74][cH:75][cH:76]2)[P:77]([c:78]2[cH:79][cH:80][cH:81][cH:82][cH:83]2)([c:84]2[cH:85][cH:86][cH:87][cH:88][cH:89]2)[c:90]2[cH:91][cH:92][cH:93][cH:94][cH:95]2)([c:96]2[cH:97][cH:98][cH:99][cH:100][cH:101]2)[c:102]2[cH:103][cH:104][cH:105][cH:106][cH:107]2)[cH:108][cH:109]1>>[c:2]1(-[c:14]2[cH:13][cH:12][c:11]([Cl:10])[n:16][cH:15]2)[cH:3][cH:4][c:5](=[O:9])[n:6]([CH3:8])[cH:7]1. The reactants are C(C)(C)(C)OC(NC1=C(C=C(C=C1)I)[N+](=O)[O-])=O ((4-Iodo-2-nitro-phenyl)-carbamic acid tert.-butyl ester), B1(OC(C(O1)(C)C)(C)C)B2OC(C(O2)(C)C)(C)C (bis(pinacolato)diboron), IC=1SC=CC1 (2-iodothiophene). Yields the product C(C)(C)(C)OC(NC1=C(C=C(C=C1)C=1SC=CC1)[N+](=O)[O-])=O ((2-Nitro-4-thiophen-2-yl-phenyl)-carbamic acid tert.-butyl ester). As a reaction SMILES: [C:1]([O:5][C:6](=[O:18])[NH:7][C:8]1[CH:13]=[CH:12][C:11](I)=[CH:10][C:9]=1[N+:15]([O-:17])=[O:16])([CH3:4])([CH3:3])[CH3:2].B1(B2OC(C)(C)C(C)(C)O2)OC(C)(C)C(C)(C)O1.I[C:38]1[S:39][CH:40]=[CH:41][CH:42]=1>>[C:1]([O:5][C:6](=[O:18])[NH:7][C:8]1[CH:13]=[CH:12][C:11]([C:38]2[S:39][CH:40]=[CH:41][CH:42]=2)=[CH:10][C:9]=1[N+:15]([O-:17])=[O:16])([CH3:4])([CH3:3])[CH3:2]. Reported procedure: Prepared from (4-iodo-2-nitro-phenyl)-carbamic acid tert.-butyl ester (Example A1), bis(pinacolato)diboron and 2-iodothiophene according to the general procedure C. Obtained as a yellow solid (91 mg).